The task is: describe an organic reaction: reactants, conditions, products, and yield. This data is from the Open Reaction Database (ORD), a public repository of structured organic reaction records. Reactants: CC(=O)N1CCN2c3c(cccc3C3CCCC32)C1, CO, [Na+], [OH-]. Product: c1cc2c3c(c1)C1CCCC1N3CCNC2. As a reaction SMILES: [C:1](=[O:2])([CH3:3])[N:4]1[CH2:5][CH2:6][N:7]2[CH:8]3[CH:9]([c:10]4[cH:11][cH:12][cH:13][c:14]([c:15]42)[CH2:16]1)[CH2:17][CH2:18][CH2:19]3.[CH3:22][OH:23].[Na+:21].[OH-:20]>>[NH:4]1[CH2:5][CH2:6][N:7]2[CH:8]3[CH:9]([c:10]4[cH:11][cH:12][cH:13][c:14]([c:15]42)[CH2:16]1)[CH2:17][CH2:18][CH2:19]3. Starting materials: C(#N)C=1C=C(C=CC1F)B1OC(C)(C)C(C)(C)O1 (3-Cyano-4-fluorophenyl-boronic acid pinacol ester), N1CCCC1 (Pyrrolidine). Solvent: CN1CCCC1=O (NMP). Reaction conditions: temperature 140 celsius. Product: N1(CCCC1)C1=C(C#N)C=C(C=C1)B1OC(C(O1)(C)C)(C)C (2-pyrrolidin-1-yl-5-(4,4,5,5-tetramethyl-[1,3,2]dioxaborolan-2-yl)-benzonitrile). The yield is 943.0%. RXN SMILES: [C:1]([C:3]1[CH:4]=[C:5]([B:10]2[O:18][C:15]([CH3:17])([CH3:16])[C:12]([CH3:14])([CH3:13])[O:11]2)[CH:6]=[CH:7][C:8]=1F)#[N:2].[NH:19]1[CH2:23][CH2:22][CH2:21][CH2:20]1>CN1C(=O)CCC1>[N:19]1([C:8]2[CH:7]=[CH:6][C:5]([B:10]3[O:18][C:15]([CH3:17])([CH3:16])[C:12]([CH3:14])([CH3:13])[O:11]3)=[CH:4][C:3]=2[C:1]#[N:2])[CH2:23][CH2:22][CH2:21][CH2:20]1. Procedure details: 3-Cyano-4-fluorophenyl-boronic acid pinacol ester (250 mg, 1.01 mmol) was dissolved in NMP (4 mL). Pyrrolidine (415 μL, 5.05 mmol) was added and the mixture heated at 140° C. in the microwave (300 W, stirring) for 5 minutes. The reaction was repeated 14 more times. The 15 reaction mixtures were combined and the solvent evaporated in vacuo (Genevac™). The residue was dissolved in EtOAc (200 mL) and the solution washed with saturated brine solution (2×75 mL). The organic phase was dried (MgSO4), f...